Dataset: the Open Reaction Database (ORD), a public repository of structured organic reaction records. Task: describe an organic reaction: reactants, conditions, products, and yield Reactants: Cl.OC=1C=CC=C2N=C3CCCCC3=C(C12)N (8-hydroxy-1,2,3,4-tetrahydro-9-acridinamine hydrochloride), C([O-])([O-])=O.[K+].[K+] (potassium carbonate), BrC(C(=O)OC)C (methyl 2-bromopropionate). Run in O (water), CN(C=O)C (dimethylformamide). Conditions: time 1 hour. Yields the product O.NC=1C2=C(C=CC=C2N=C2CCCCC12)OC(C(=O)OC)C (methyl α-[(9-amino-1,2,3,4-tetrahydroacridin-8-yl)oxy]propionate hydrate). The yield is 86.7%. Reaction SMILES: Cl.[OH:2][C:3]1[CH:4]=[CH:5][CH:6]=[C:7]2[C:16]=1[C:15]([NH2:17])=[C:14]1[C:9]([CH2:10][CH2:11][CH2:12][CH2:13]1)=[N:8]2.C(=O)([O-])[O-].[K+].[K+].Br[CH:25]([CH3:30])[C:26]([O:28][CH3:29])=[O:27]>CN(C)C=O.O>[OH2:2].[NH2:17][C:15]1[C:16]2[C:7]([N:8]=[C:9]3[C:14]=1[CH2:13][CH2:12][CH2:11][CH2:10]3)=[CH:6][CH:5]=[CH:4][C:3]=2[O:2][CH:25]([CH3:30])[C:26]([O:28][CH3:29])=[O:27] |f:0.1,2.3.4,8.9|. Procedure details: To a solution of 8-hydroxy-1,2,3,4-tetrahydro-9-acridinamine hydrochloride (3.77 g) in dry dimethylformamide (100 ml) was added potassium carbonate (4.7 g), with stirring. After one hr, methyl 2-bromopropionate (2.51 ml) was added and stirring was continued overnight. The reaction mixture was diluted with water, extracted with ethyl acetate, dried over anhydrous sodium sulfate, concentrated, and the residue was flash chromatographed (ethyl acetate, then 5% triethylamine/ethyl acetate) to yield 4... Starting materials: C(C)(C)(C)[C@@H]1CC[C@H](CC1)OC=1C=C2C=CC(=CC2=CC1)CN1CC(C1)C(=O)OC (Methyl 1-((6-((trans)-4-tert-butylcyclohexyloxy)naphthalen-2-yl)methyl)azetidine-3-carboxylate), C1CC(=O)N(C1=O)I (NIS), C(=O)(C(F)(F)F)O (CF3COOH). Run in CC#N (CH3CN). Conditions: time 1.5 hour. The product is C(C)(C)(C)[C@@H]1CC[C@H](CC1)OC=1C(=C2C=CC(=CC2=CC1)CN1CC(C1)C(=O)OC)I (methyl 1-((6-((trans)-4-tert-butylcyclohexyloxy)-5-iodonaphthalen-2-yl)methyl)azetidine-3-carboxylate). Isolated yield 56.0%. Reaction SMILES: [C:1]([C@H:5]1[CH2:10][CH2:9][C@H:8]([O:11][C:12]2[CH:13]=[C:14]3[C:19](=[CH:20][CH:21]=2)[CH:18]=[C:17]([CH2:22][N:23]2[CH2:26][CH:25]([C:27]([O:29][CH3:30])=[O:28])[CH2:24]2)[CH:16]=[CH:15]3)[CH2:7][CH2:6]1)([CH3:4])([CH3:3])[CH3:2].C1C(=O)N([I:38])C(=O)C1.C(O)(C(F)(F)F)=O>CC#N>[C:1]([C@H:5]1[CH2:6][CH2:7][C@H:8]([O:11][C:12]2[C:13]([I:38])=[C:14]3[C:19](=[CH:20][CH:21]=2)[CH:18]=[C:17]([CH2:22][N:23]2[CH2:24][CH:25]([C:27]([O:29][CH3:30])=[O:28])[CH2:26]2)[CH:16]=[CH:15]3)[CH2:9][CH2:10]1)([CH3:4])([CH3:2])[CH3:3]. Reported procedure: Methyl 1-((6-((trans)-4-tert-butylcyclohexyloxy)naphthalen-2-yl)methyl)azetidine-3-carboxylate (410 mg, 1 mmol) and NIS (247 mg, 1.1 mmol, 2.0 eq.) were dissolved in CH3CN (5 mL). Then CF3COOH (35 mg, 0.3 mmol, 0.3 eq.) was added to the mixture dropwise at 0° C. The mixture was warmed to r.t. and stirred for another 1.5 h. Then the mixture was extracted with EtOAc and the organic layer was concentrated and purified by silica gel chromatography using PE/EA (1/1) as eluent to give product the titl... Starting materials: BrC1=NC(=CC(=C1)S(=O)(=O)C1=CC=C(C=C1)N)Br (4-(2,6-dibromopyridine-4-sulphonyl)-phenylamine), CNC (dimethylamine). Solvent: O1CCOCC1 (dioxane), C(C)O (ethanol). Run at time 2 hour. The product is NC1=CC=C(C=C1)S(=O)(=O)C1=CC(=NC(=C1)Br)N(C)C ([4-(4-aminobenzenesulphonyl)-6-bromopyridin-2-yl]-dimethylamine). Isolated yield 63.0%. RXN SMILES: Br[C:2]1[CH:7]=[C:6]([S:8]([C:11]2[CH:16]=[CH:15][C:14]([NH2:17])=[CH:13][CH:12]=2)(=[O:10])=[O:9])[CH:5]=[C:4]([Br:18])[N:3]=1.[CH3:19][NH:20][CH3:21]>O1CCOCC1.C(O)C>[NH2:17][C:14]1[CH:15]=[CH:16][C:11]([S:8]([C:6]2[CH:5]=[C:4]([Br:18])[N:3]=[C:2]([N:20]([CH3:21])[CH3:19])[CH:7]=2)(=[O:10])=[O:9])=[CH:12][CH:13]=1. Procedure: 0.07 g (0.000179 mol) of 4-(2,6-dibromopyridine-4-sulphonyl)-phenylamine was dissolved in 1.5 ml of dioxane and treated with 3.0 ml of 5.6M dimethylamine in ethanol. The mixture was stirred at room temperature for 2 hrs., the solvents were removed and the residue was chromatographed on silica gel with ethyl acetate/hexane 1:1 and 1:3. There was obtained 0.04 g (63%) of [4-(4-aminobenzenesulphonyl)-6-bromopyridin-2-yl]-dimethylamine as yellowish crystals; m.p.: 170-172° C. (dec.). Starting materials: COc1cc2ccnc(Cl)c2cc1CBr, CC(C)(C)OC(=O)NC1CCNC1=O, C1CCOC1, C1CCOC1, [H-], [Na+], CN(C)C=O. The product is COc1cc2ccnc(Cl)c2cc1CN1CCC(NC(=O)OC(C)(C)C)C1=O. As a reaction SMILES: [Br:17][CH2:18][c:19]1[c:20]([O:30][CH3:31])[cH:21][c:22]2[cH:23][cH:24][n:25][c:26]([Cl:29])[c:27]2[cH:28]1.[C:3]([CH3:4])([CH3:5])([CH3:6])[O:7][C:8]([NH:9][CH:10]1[C:11](=[O:15])[NH:12][CH2:13][CH2:14]1)=[O:16].[CH2:32]1[O:33][CH2:34][CH2:35][CH2:36]1.[CH2:37]1[O:38][CH2:39][CH2:40][CH2:41]1.[H-:1].[Na+:2].[O:42]=[CH:43][N:44]([CH3:45])[CH3:46]>>[C:3]([CH3:4])([CH3:5])([CH3:6])[O:7][C:8]([NH:9][CH:10]1[C:11](=[O:15])[N:12]([CH2:18][c:19]2[c:20]([O:30][CH3:31])[cH:21][c:22]3[cH:23][cH:24][n:25][c:26]([Cl:29])[c:27]3[cH:28]2)[CH2:13][CH2:14]1)=[O:16]. Reactants: S(=O)(=O)([O-])[O-].[Mg+2] (magnesium sulphate), C(C1=CC=CC=C1)N1CCN(CC1)C(=O)[C@@H]1N(CCNC1)C(=O)OC(C)(C)C (tert-Butyl (2R)-2-[(4-benzylpiperazin-1-yl)carbonyl]piperazine-1-carboxylate), C(C)(C)N(C(C)C)CC (N,N-Diisopropylethylamine), C1(CCC1)=O (cyclobutanone), C(C)(=O)O[BH-](OC(C)=O)OC(C)=O.[Na+] (sodium triacetoxyborohydride). The solvent is O1CCCC1 (tetrahydrofuran). Reaction conditions: time 45 minute. Product: C(C1=CC=CC=C1)N1CCN(CC1)C(=O)[C@@H]1N(CCN(C1)C1CCC1)C(=O)OC(C)(C)C (tert-Butyl (2R)-2-[(4-benzylpiperazin-1-yl)carbonyl]-4-cyclobutylpiperazine-1-carboxylate). Reaction SMILES: [CH2:1]([N:8]1[CH2:13][CH2:12][N:11]([C:14]([C@H:16]2[CH2:21][NH:20][CH2:19][CH2:18][N:17]2[C:22]([O:24][C:25]([CH3:28])([CH3:27])[CH3:26])=[O:23])=[O:15])[CH2:10][CH2:9]1)[C:2]1[CH:7]=[CH:6][CH:5]=[CH:4][CH:3]=1.C(N(CC)C(C)C)(C)C.[C:38]1(=O)[CH2:41][CH2:40][CH2:39]1.S([O-])([O-])(=O)=O.[Mg+2].C(O[BH-](OC(=O)C)OC(=O)C)(=O)C.[Na+]>O1CCCC1>[CH2:1]([N:8]1[CH2:13][CH2:12][N:11]([C:14]([C@H:16]2[CH2:21][N:20]([CH:38]3[CH2:41][CH2:40][CH2:39]3)[CH2:19][CH2:18][N:17]2[C:22]([O:24][C:25]([CH3:28])([CH3:27])[CH3:26])=[O:23])=[O:15])[CH2:10][CH2:9]1)[C:2]1[CH:3]=[CH:4][CH:5]=[CH:6][CH:7]=1 |f:3.4,5.6|. Reported procedure: tert-Butyl (2R)-2-[(4-benzylpiperazin-1-yl)carbonyl]piperazine-1-carboxylate (4.5 g) was dissolved in tetrahydrofuran (300 ml) and stirred at room temperature. N,N-Diisopropylethylamine (5.95 ml) was added followed by cyclobutanone (3.25 g) and magnesium sulphate (300 mg). After 45 minutes, sodium triacetoxyborohydride (9.78 g) was added and stirring continued overnight. Inorganic residues were removed by filtration and the filtrate concentrated in vacuo. The residue was purified by chromatograp...